Dataset: the Open Reaction Database (ORD), a public repository of structured organic reaction records. Task: describe an organic reaction: reactants, conditions, products, and yield The reactants are FC(I)(F)F (Trifluoroiodomethane), C(C1=CC=CC=C1)N(C(=O)CCC(=O)N1[C@@H](CCC1)C=O)C ((2S)-1-[3-(N-benzyl-N-methylcarbamoyl)propanoyl]pyrrolidin-2-al), Cl (hydrochloric acid). Reagents/catalysts: [Zn] (zinc). Run in CN(C)C=O (DMF). Yields the product C(C1=CC=CC=C1)N(C(=O)CCC(=O)N1[C@@H](CCC1)C(C(F)(F)F)O)C ((1RS)-1-[(2S)-1-[3-(N-benzyl-N-methylcarbamoyl)propanoyl]pyrrolidin-2-yl]-2,2,2-trifluoroethanol). Yield: 24.8%. Reaction SMILES: [F:1][C:2]([F:5])([F:4])I.[CH2:6]([N:13]([CH3:27])[C:14]([CH2:16][CH2:17][C:18]([N:20]1[CH2:24][CH2:23][CH2:22][C@H:21]1[CH:25]=[O:26])=[O:19])=[O:15])[C:7]1[CH:12]=[CH:11][CH:10]=[CH:9][CH:8]=1.Cl>[Zn].CN(C=O)C>[CH2:6]([N:13]([CH3:27])[C:14]([CH2:16][CH2:17][C:18]([N:20]1[CH2:24][CH2:23][CH2:22][C@H:21]1[CH:25]([OH:26])[C:2]([F:5])([F:4])[F:1])=[O:19])=[O:15])[C:7]1[CH:8]=[CH:9][CH:10]=[CH:11][CH:12]=1. Procedure details: Trifluoroiodomethane (2.3 g) was cooled to -78° C. with a trap. DMF (7 ml), (2S)-1-[3-(N-benzyl-N-methylcarbamoyl)propanoyl]pyrrolidin-2-al (710 mg) and zinc (1.0 g) were added there to. And the mixture was treated with ultrasonic waves for 2 hrs. at room temperature. 1N hydrochloric acid was added to the reaction solution. The mixture was extracted with EtOAc. The extract was washed, dried, and evaporated. The residue was purified by column chromatography on silica gel (hexane-EtOAc) to give th... Starting materials: CC(=O)Cl, CCOC(C)=O, CO, Cl, NCCS(=O)(=O)c1cc(-c2ccc(O)cc2)cc2cnccc12. Yields the product Cl, Cl, NCCS(=O)(=O)c1cc(-c2ccc(O)cc2)cc2cnccc12. RXN SMILES: [CH3:24][C:25]([Cl:26])=[O:27].[CH3:29][CH2:30][O:31][C:32](=[O:33])[CH3:34].[CH3:35][OH:36].[ClH:28].[NH2:1][CH2:2][CH2:3][S:4](=[O:5])(=[O:6])[c:7]1[c:8]2[cH:9][cH:10][n:11][cH:12][c:13]2[cH:14][c:15](-[c:17]2[cH:18][cH:19][c:20]([OH:23])[cH:21][cH:22]2)[cH:16]1>>[ClH:26].[ClH:28].[NH2:1][CH2:2][CH2:3][S:4](=[O:5])(=[O:6])[c:7]1[c:8]2[cH:9][cH:10][n:11][cH:12][c:13]2[cH:14][c:15](-[c:17]2[cH:18][cH:19][c:20]([OH:23])[cH:21][cH:22]2)[cH:16]1. Yields the product CCCCOCCOc1ccc(-c2ccc3c(c2)C=C(C(=O)O)CCCCN3CC(C)C)cc1. Reaction SMILES: [CH2:1]([CH2:2][CH2:3][CH3:4])[O:5][CH2:6][CH2:7][O:8][c:9]1[cH:10][cH:11][c:12](-[c:15]2[cH:16][cH:17][c:18]3[c:19]([cH:35]2)[CH:20]=[C:21]([C:31](=[O:32])[O:33][CH3:34])[CH2:22][CH2:23][CH2:24][CH2:25][N:26]3[CH2:27][CH:28]([CH3:29])[CH3:30])[cH:13][cH:14]1.[CH3:45][OH:46].[ClH:43].[Na+:42].[O:36]1[CH2:37][CH2:38][CH2:39][CH2:40]1.[OH-:41].[OH2:44]>>[CH2:1]([CH2:2][CH2:3][CH3:4])[O:5][CH2:6][CH2:7][O:8][c:9]1[cH:10][cH:11][c:12](-[c:15]2[cH:16][cH:17][c:18]3[c:19]([cH:35]2)[CH:20]=[C:21]([C:31](=[O:32])[OH:33])[CH2:22][CH2:23][CH2:24][CH2:25][N:26]3[CH2:27][CH:28]([CH3:29])[CH3:30])[cH:13][cH:14]1. Starting materials: CCCCOCCOc1ccc(-c2ccc3c(c2)C=C(C(=O)OC)CCCCN3CC(C)C)cc1, CO, Cl, [Na+], C1CCOC1, [OH-], O. Starting materials: ClC1=NC(=NC(=C1C=1SC2=C(N1)C=CC=C2)Cl)C2CCOCC2 (2-[4,6-dichloro-2-(oxan-4-yl)pyrimidin-5-yl]-1,3-benzothiazole), N[C@H]1CN(CCC1)C(=O)OC(C)(C)C (tert-butyl (3R)-3-aminopiperidine-1-carboxylate), C(C)(C)N(C(C)C)CC (N,N-Diisopropylethylamine). Run in C(C)O (ethanol). Yields the product S1C(=NC2=C1C=CC=C2)C=2C(=NC(=NC2Cl)C2CCOCC2)N[C@H]2CN(CCC2)C(=O)OC(C)(C)C (Tert-butyl (3R)-3-[[5-(1,3-benzothiazol-2-yl)-6-chloro-2-(oxan-4-yl)pyrimidin-4-yl]amino]piperidine-1-carboxylate). The yield is 78.6%. As a reaction SMILES: [Cl:1][C:2]1[C:7]([C:8]2[S:9][C:10]3[CH:16]=[CH:15][CH:14]=[CH:13][C:11]=3[N:12]=2)=[C:6](Cl)[N:5]=[C:4]([CH:18]2[CH2:23][CH2:22][O:21][CH2:20][CH2:19]2)[N:3]=1.[NH2:24][C@@H:25]1[CH2:30][CH2:29][CH2:28][N:27]([C:31]([O:33][C:34]([CH3:37])([CH3:36])[CH3:35])=[O:32])[CH2:26]1.C(N(CC)C(C)C)(C)C>C(O)C>[S:9]1[C:10]2[CH:16]=[CH:15][CH:14]=[CH:13][C:11]=2[N:12]=[C:8]1[C:7]1[C:6]([NH:24][C@@H:25]2[CH2:30][CH2:29][CH2:28][N:27]([C:31]([O:33][C:34]([CH3:37])([CH3:36])[CH3:35])=[O:32])[CH2:26]2)=[N:5][C:4]([CH:18]2[CH2:23][CH2:22][O:21][CH2:20][CH2:19]2)=[N:3][C:2]=1[Cl:1]. Reported procedure: Following the same procedure as in step 4 of Example 21 using 2-[4,6-dichloro-2-(oxan-4-yl)pyrimidin-5-yl]-1,3-benzothiazole (90 mg, 0.25 mmol, 1.00 equiv), tert-butyl (3R)-3-aminopiperidine-1-carboxylate (49 mg, 0.24 mmol, 1.00 equiv), and N,N-Diisopropylethylamine (63 mg, 0.49 mmol, 1.98 equiv) in ethanol (2 mL). The reaction mixture was concentrated under reducing pressure to afford 100 mg of the title compound as a yellow solid, which was used directly for next step without further purificat...